Dataset: the Open Reaction Database (ORD), a public repository of structured organic reaction records. Task: describe an organic reaction: reactants, conditions, products, and yield The reactants are BrCC1=CC=C(C=C1)S(=O)(=O)N1CCOCC1 (4-(4-bromomethylbenzenesulfonyl)morpholine), C(C)(C)(C)O (tert-butanol), COC(CC(CC)=O)=O (3-oxopentanoic acid methyl ester), CC(C)([O-])C.[K+] (potassium tert-butoxide). The solvent is O1CCCC1 (tetrahydrofuran), O1CCCC1 (tetrahydrofuran). Run at temperature 0 celsius, time 45 minute. The product is COC(C(C(CC)=O)CC1=CC=C(C=C1)S(=O)(=O)N1CCOCC1)=O (2-[4-(morpholine-4-sulfonyl)benzyl]-3-oxopentanoic Acid Methyl Ester). As a reaction SMILES: CC(C)([O-])C.[K+].C(O)(C)(C)C.[CH3:12][O:13][C:14](=[O:20])[CH2:15][C:16](=[O:19])[CH2:17][CH3:18].Br[CH2:22][C:23]1[CH:28]=[CH:27][C:26]([S:29]([N:32]2[CH2:37][CH2:36][O:35][CH2:34][CH2:33]2)(=[O:31])=[O:30])=[CH:25][CH:24]=1>O1CCCC1>[CH3:12][O:13][C:14](=[O:20])[CH:15]([CH2:22][C:23]1[CH:28]=[CH:27][C:26]([S:29]([N:32]2[CH2:37][CH2:36][O:35][CH2:34][CH2:33]2)(=[O:31])=[O:30])=[CH:25][CH:24]=1)[C:16](=[O:19])[CH2:17][CH3:18] |f:0.1|. Procedure details: A suspension of potassium tert-butoxide (0.26 g) in anhydrous tetrahydrofuran (40 mL) at 0° C. was treated with a mixture of tert-butanol (1.0 mL) and 3-oxopentanoic acid methyl ester (0.25 mL). The mixture was stirred at 0° C. for 45 minutes and then a solution of 4-(4-bromomethylbenzenesulfonyl)morpholine (0.53 g) in tetrahydrofuran (10 mL) was added and the resulting mixture warmed to room temperature over 1 hour and then stirred at this temperature for 17 hours. The mixture was concentrated ... The reactants are N1C(C(=O)O)CCCC1 (pipecolic acid), [OH-].[Na+] (sodium hydroxide), BrC1=CC(=C(C=C1O)N=C=O)F (4-Bromo-2-fluoro-5-hydroxyphenyl isocyanate). Solvent: O (water), ClC1=CC=CC=C1 (chlorobenzene). Reaction conditions: temperature 20 celsius, time 8 hour. The product is BrC1=CC(=C(C=C1O)N1C(N2C(CCCC2)C1=O)=O)F (2-(4-bromo-2-fluoro-5-hydroxyphenyl)-5,6,7,8-tetrahydroimidazo[1,5-a]pyridine-1,3(2H,8aH)-dione). Yield: 39.4%. Reaction SMILES: [Br:1][C:2]1[C:7]([OH:8])=[CH:6][C:5]([N:9]=[C:10]=[O:11])=[C:4]([F:12])[CH:3]=1.[NH:13]1[CH2:21][CH2:20][CH2:19][CH2:18][CH:14]1[C:15](O)=[O:16].[OH-].[Na+]>ClC1C=CC=CC=1.O>[Br:1][C:2]1[C:7]([OH:8])=[CH:6][C:5]([N:9]2[C:15](=[O:16])[CH:14]3[CH2:18][CH2:19][CH2:20][CH2:21][N:13]3[C:10]2=[O:11])=[C:4]([F:12])[CH:3]=1 |f:2.3|. Reported procedure: 4-Bromo-2-fluoro-5-hydroxyphenyl isocyanate (3 g) was dissolved in chlorobenzene (5 ml), and a solution of pipecolic acid (1.7 g) and sodium hydroxide (0.56 g) in water (5 ml) was added thereto, followed by stirring at room temperature (ca. 20° C.) overnight. The aqueous layer was washed with ether, made acidic with an aqueous hydrochloric acid solution and heated under reflux for 2 hours. After allowed to cool, the resulting mixture was extracted with methylene chloride (300 ml). The extract wa... Starting materials: [N+](=O)([O-])C1=CC=C(C=C1)C=1OC=2C(N1)=C(C=CC2)C(=O)OC (Methyl 2-(4-nitrophenyl)benzoxazole-4-carboxylate), N (ammonia). Reaction conditions: time 20 hour. Product: OC=1C=CC=C2C(NC(=NC12)C1=CC=C(C=C1)[N+](=O)[O-])=O (8-Hydroxy-2-(4-nitrophenyl)quinazolin-4-one). RXN SMILES: [N+:1]([C:4]1[CH:9]=[CH:8][C:7]([C:10]2[O:11][C:12]3[C:13](=[C:15]([C:19]([O:21]C)=O)[CH:16]=[CH:17][CH:18]=3)[N:14]=2)=[CH:6][CH:5]=1)([O-:3])=[O:2].[NH3:23]>>[OH:11][C:12]1[CH:18]=[CH:17][CH:16]=[C:15]2[C:13]=1[N:14]=[C:10]([C:7]1[CH:8]=[CH:9][C:4]([N+:1]([O-:3])=[O:2])=[CH:5][CH:6]=1)[NH:23][C:19]2=[O:21]. Procedure details: Methyl 2-(4-nitrophenyl)benzoxazole-4-carboxylate (0.20 g) obtained as described in Example 19 (2nd stage) was dissolved in liquid ammonia (30 ml) and sealed in an autoclave. The reaction mixture was left at 55° C., 20 bar for 20 hours. Under these conditions, the expected 2-(4-nitrophenyl)benzoxazole derivative apparently rearranged to give the corresponding quinazolinone derivative. Once the reaction was complete the ammonia was removed and the resulting solid recrystallised from boiling ethyl... RXN SMILES: Cl[C:2]([O:4][CH3:5])=[O:3].[NH2:6][CH2:7][CH:8]1[O:12][C:11](=[O:13])[N:10]([C:14]2[CH:15]=[C:16]3[C:20](=[C:21]([F:23])[CH:22]=2)[N:19]([CH:24]([CH3:26])[CH3:25])[C:18](=[O:27])[CH2:17]3)[CH2:9]1.C(N(C(C)C)CC)(C)C>ClCCl>[CH3:5][O:4][C:2](=[O:3])[NH:6][CH2:7][C@@H:8]1[O:12][C:11](=[O:13])[N:10]([C:14]2[CH:15]=[C:16]3[C:20](=[C:21]([F:23])[CH:22]=2)[N:19]([CH:24]([CH3:25])[CH3:26])[C:18](=[O:27])[CH2:17]3)[CH2:9]1. Run in ClCCl (dichloromethane), ClCCl (dichloromethane). Yields the product COC(NC[C@H]1CN(C(O1)=O)C=1C=C2CC(N(C2=C(C1)F)C(C)C)=O)=O ((5S)-[3-(7-fluoro-1-isopropyl-2-oxo-2,3-dihydro-1H-indol-5-yl)-2-oxo-oxazolidin-5-ylmethyl]-carbamic acid methyl ester). Procedure details: Methyl chloroformate (0.097 ml, 1.26 mmol) is added dropwise to 5-(5-aminomethyl-2-oxo-oxazolidin-3-yl)-7-fluoro-1-isopropyl-1,3-dihydro-indol-2-one (21, 0.355 g, 0.842 mmol) and diisopropylethylamine (0.616 ml, 3.37 mmol) in dichloromethane (4 ml) at 0° C. The reaction is stirred at 0° C. for 30 minutes and then allowed to warm at room temperature. The reaction mixture is diluted with dichloromethane, washed with water, citric acid and brine, dried (Na2SO4) and evaporated. The residue is purifi... Starting materials: ClC(=O)OC (Methyl chloroformate), NCC1CN(C(O1)=O)C=1C=C2CC(N(C2=C(C1)F)C(C)C)=O (5-(5-aminomethyl-2-oxo-oxazolidin-3-yl)-7-fluoro-1-isopropyl-1,3-dihydro-indol-2-one), C(C)(C)N(CC)C(C)C (diisopropylethylamine). Run at temperature 0 celsius, time 30 minute. Starting materials: C(C1=CC=CC=C1)SC1=C(CCl)C=CC=C1 (2-benzylmercaptobenzyl chloride), ice water, CC(C)([O-])C.[K+] (potassium t-butoxide), N1N=CN=C1 (1,2,4-triazole). Solvent: CN(C)C=O (DMF), CN(C)C=O (DMF). Conditions: time 1 hour. Product: C1(=CC=CC=C1)CSC1=C(C=CC=C1)CN1N=CN=C1 (1-[[2-(Phenylmethylthio)phenyl]methyl]-1H-1,2,4-triazole). As a reaction SMILES: CC(C)([O-])C.[K+].[NH:7]1[CH:11]=[N:10][CH:9]=[N:8]1.[CH2:12]([S:19][C:20]1[CH:27]=[CH:26][CH:25]=[CH:24][C:21]=1[CH2:22]Cl)[C:13]1[CH:18]=[CH:17][CH:16]=[CH:15][CH:14]=1>CN(C=O)C>[C:13]1([CH2:12][S:19][C:20]2[CH:27]=[CH:26][CH:25]=[CH:24][C:21]=2[CH2:22][N:7]2[CH:11]=[N:10][CH:9]=[N:8]2)[CH:14]=[CH:15][CH:16]=[CH:17][CH:18]=1 |f:0.1|. Procedure details: To a suspension of 9.9 g of potassium t-butoxide in 100 ml of DMF under a N2 atmosphere was added portion wise 6 g of 1,2,4-triazole. After stirring at ambient temperature for one hour, a solution of 20 g of 2-benzylmercaptobenzyl chloride in 15 ml of DMF was added dropwise and the suspension was heated at 70° C. for 4 hours, then stirred at 25° C. 16 hours. After pouring the suspension into excess ice-water the residue was extracted with methylene chloride, dried (MgSO4), and the solvent was ev... Starting materials: C(C)(=O)O[BH-](OC(C)=O)OC(C)=O.[Na+] (sodium triacetoxyborohydride), FC1=CC=C(C=C1)C=1OC(=C(N1)CC(=O)NC[C@H]1CNCCO1)C (2-[2-(4-fluorophenyl)-5-methyl-1,3-oxazol-4-yl]-N-[(2R)-morpholin-2-ylmethyl]acetamide), ClC1=CC=C(C=C1)CCC=O (3-(4-chlorophenyl)propanal), C(C)(=O)O (acetic acid). Solvent: ClCCl (dichloromethane). Reaction conditions: temperature 20 celsius, time 72 hour. Yields the product ClC1=CC=C(C=C1)CCCN1C[C@@H](OCC1)CNC(CC=1N=C(OC1C)C1=CC=C(C=C1)F)=O (N-({(2S)-4-[3-(4-chlorophenyl)propyl]morpholin-2-yl}methyl)-2-[2-(4-fluorophenyl)-5-methyl-1,3-oxazol-4-yl]acetamide). The yield is 94.3%. As a reaction SMILES: [F:1][C:2]1[CH:7]=[CH:6][C:5]([C:8]2[O:9][C:10]([CH3:24])=[C:11]([CH2:13][C:14]([NH:16][CH2:17][C@@H:18]3[O:23][CH2:22][CH2:21][NH:20][CH2:19]3)=[O:15])[N:12]=2)=[CH:4][CH:3]=1.[Cl:25][C:26]1[CH:31]=[CH:30][C:29]([CH2:32][CH2:33][CH:34]=O)=[CH:28][CH:27]=1.C(O)(=O)C.C(O[BH-](OC(=O)C)OC(=O)C)(=O)C.[Na+]>ClCCl>[Cl:25][C:26]1[CH:31]=[CH:30][C:29]([CH2:32][CH2:33][CH2:34][N:20]2[CH2:21][CH2:22][O:23][C@@H:18]([CH2:17][NH:16][C:14](=[O:15])[CH2:13][C:11]3[N:12]=[C:8]([C:5]4[CH:4]=[CH:3][C:2]([F:1])=[CH:7][CH:6]=4)[O:9][C:10]=3[CH3:24])[CH2:19]2)=[CH:28][CH:27]=1 |f:3.4|. Reported procedure: A mixture of Intermediate 28 (0.04 g), 3-(4-chlorophenyl)propanal (0.026 g) and acetic acid (0.02 ml) in dichloromethane (4 ml) was treated with sodium triacetoxyborohydride (0.080 g). The mixture was stirred at 20° C. for 72 h. The mixture was partitioned between chloroform (6 ml) and saturated aqueous sodium hydrogen carbonate (6 ml). The phases were separated and the organic phase applied to an ion exchange cartridge (2 g Isolute SCX, prewashed with methanol). The SCX cartridge was eluted wit...